This data is from the Open Reaction Database (ORD), a public repository of structured organic reaction records. The task is: describe an organic reaction: reactants, conditions, products, and yield Reactants: [NH4+] (ammonium), S(=O)(=O)([O-])[O-].[Mg+2] (Magnesium sulfate), [H-].[Al+3].[Li+].[H-].[H-].[H-] (Lithium aluminum hydride), FC=1C=CC(=C(C(=O)OC)C1)OCOC (Methyl 5-fluoro-2-(methoxymethoxy)benzoate), [H-].[Al+3].[Li+].[H-].[H-].[H-] (lithium aluminum hydride). Solvent: C1CCOC1 (THF). Yields the product FC=1C=CC(=C(C1)CO)OCOC ([5-fluoro-2-(methoxymethoxy)phenyl]methanol). Isolated yield 48.5%. RXN SMILES: [H-].[Al+3].[Li+].[H-].[H-].[H-].[F:7][C:8]1[CH:9]=[CH:10][C:11]([O:18][CH2:19][O:20][CH3:21])=[C:12]([CH:17]=1)[C:13](OC)=[O:14].[NH4+].S([O-])([O-])(=O)=O.[Mg+2]>C1COCC1>[F:7][C:8]1[CH:9]=[CH:10][C:11]([O:18][CH2:19][O:20][CH3:21])=[C:12]([CH2:13][OH:14])[CH:17]=1 |f:0.1.2.3.4.5,8.9|. Procedure: Lithium aluminum hydride (2.2 g) was added to a THF (200 ml) solution of the compound 324-1 (12.4 g), while the solution was stirred under cooling on ice. The obtained mixture was stirred at room temperature for 3 hours. Ice was added by portions to the reaction solution, and thereby excessive lithium aluminum hydride was decomposed. Thereafter, a small amount of 27% ammonium aqueous solution and Celite were added to the residue, and the obtained mixture was stirred at room temperature for 20 mi... Reactants: BrC=1C=NC=C(C1N1C[C@H](CCC1)NC(OCC1=CC=CC=C1)=O)[N+](=O)[O-] (benzyl [(3S)-1-(3-bromo-5-nitropyridin-4-yl)piperidin-3-yl]carbamate), CC1(C2=CC=CC(=C2OC=2C(=CC=CC12)P(C1=CC=CC=C1)C1=CC=CC=C1)P(C1=CC=CC=C1)C1=CC=CC=C1)C ((9,9-dimethyl-9H-xanthene-4,5-diyl)bis(diphenylphosphine)), CN(CCN(C)C)C (N,N,N′,N′-tetramethylethylenediamine). Reagents/catalysts: C1=CC=C(C=C1)/C=C/C(=O)/C=C/C2=CC=CC=C2.C1=CC=C(C=C1)/C=C/C(=O)/C=C/C2=CC=CC=C2.C1=CC=C(C=C1)/C=C/C(=O)/C=C/C2=CC=CC=C2.C(Cl)(Cl)Cl.[Pd].[Pd] (tris(dibenzylideneacetone)dipalladium(0) chloroform adduct), [C-]#N.[Zn+2].[C-]#N (zinc cyanide). Run in CN(C)C=O (DMF). Conditions: temperature 140 celsius. Product: C(#N)C=1C=NC=C(C1N1C[C@H](CCC1)NC(OCC1=CC=CC=C1)=O)[N+](=O)[O-] (Benzyl [(3S)-1-(3-cyano-5-nitropyridin-4-yl)piperidin-3-yl]carbamate). Isolated yield 225.7%. RXN SMILES: Br[C:2]1[CH:3]=[N:4][CH:5]=[C:6]([N+:25]([O-:27])=[O:26])[C:7]=1[N:8]1[CH2:13][CH2:12][CH2:11][C@H:10]([NH:14][C:15](=[O:24])[O:16][CH2:17][C:18]2[CH:23]=[CH:22][CH:21]=[CH:20][CH:19]=2)[CH2:9]1.CC1(C)C2C=CC=C(P(C3C=CC=CC=3)C3C=CC=CC=3)C=2OC2C1=CC=CC=2P(C1C=CC=CC=1)C1C=CC=CC=1.[CH3:70][N:71](C)CCN(C)C>CN(C=O)C.C1C=CC(/C=C/C(/C=C/C2C=CC=CC=2)=O)=CC=1.C1C=CC(/C=C/C(/C=C/C2C=CC=CC=2)=O)=CC=1.C1C=CC(/C=C/C(/C=C/C2C=CC=CC=2)=O)=CC=1.C(Cl)(Cl)Cl.[Pd].[Pd].[C-]#N.[Zn+2].[C-]#N>[C:70]([C:2]1[CH:3]=[N:4][CH:5]=[C:6]([N+:25]([O-:27])=[O:26])[C:7]=1[N:8]1[CH2:13][CH2:12][CH2:11][C@H:10]([NH:14][C:15](=[O:24])[O:16][CH2:17][C:18]2[CH:23]=[CH:22][CH:21]=[CH:20][CH:19]=2)[CH2:9]1)#[N:71] |f:4.5.6.7.8.9,10.11.12|. Procedure details: A mixture of benzyl [(3S)-1-(3-bromo-5-nitropyridin-4-yl)piperidin-3-yl]carbamate (0.082 g, 0.19 mmol), tris(dibenzylideneacetone)dipalladium(0) chloroform adduct (0.0097 g, 0.0094 mmol), (9,9-dimethyl-9H-xanthene-4,5-diyl)bis(diphenylphosphine) (0.0109 g, 0.0188 mmol), zinc cyanide (0.066 g, 0.56 mmol), N,N,N′,N′-tetramethylethylenediamine (0.0114 mL, 0.0755 mmol) in DMF (1.40 mL) was in a vial was deoxygenated. The vial was purged with nitrogen several times, then sealed. The reaction mixture ...